From a dataset of the Open Reaction Database (ORD), a public repository of structured organic reaction records. describe an organic reaction: reactants, conditions, products, and yield Yields the product C(C)OC(C1=C(C=C(C=C1)NC(=O)C1=CC(=C2CCN(C2=C1)S(=O)(=O)C1=CC(=CC=C1)Cl)OC)F)=O (4-{[1-(3-chloro-benzenesulfonyl)-4-methoxy-2,3-dihydro-1H-indole-6-carbonyl]-amino}-2-fluoro-benzoic acid ethyl ester). RXN SMILES: [Cl:1][C:2]1[CH:3]=[C:4]([S:8]([N:11]2[C:19]3[C:14](=[C:15]([O:33][CH3:34])[CH:16]=[C:17]([C:20]([NH:22][C:23]4[CH:31]=[CH:30][C:26]([C:27]([OH:29])=[O:28])=[C:25]([F:32])[CH:24]=4)=[O:21])[CH:18]=3)[CH2:13][CH2:12]2)(=[O:10])=[O:9])[CH:5]=[CH:6][CH:7]=1.Cl[C:36]1C=C(S(Cl)(=O)=O)C=C[CH:41]=1>>[CH2:36]([O:28][C:27](=[O:29])[C:26]1[CH:30]=[CH:31][C:23]([NH:22][C:20]([C:17]2[CH:18]=[C:19]3[C:14]([CH2:13][CH2:12][N:11]3[S:8]([C:4]3[CH:5]=[CH:6][CH:7]=[C:2]([Cl:1])[CH:3]=3)(=[O:10])=[O:9])=[C:15]([O:33][CH3:34])[CH:16]=2)=[O:21])=[CH:24][C:25]=1[F:32])[CH3:41]. Reactants: ClC=1C=C(C=CC1)S(=O)(=O)N1CCC2=C(C=C(C=C12)C(=O)NC1=CC(=C(C(=O)O)C=C1)F)OC (4-{[1-(3-Chloro-benzenesulfonyl)-4-methoxy-2,3-dihydro-1H-indole-6-carbonyl]-amino}-2-fluoro-benzoic acid), ClC=1C=C(C=CC1)S(=O)(=O)Cl (3-chloro-benzenesulfonyl chloride). Procedure details: 4-{[1-(3-Chloro-benzenesulfonyl)-4-methoxy-2,3-dihydro-1H-indole-6-carbonyl]-amino}-2-fluoro-benzoic acid, m/z (ES+): 505.29 (M+H+.), was prepared in analogy to example 14, steps 1 to 6. Step 5 was performed using 3-chloro-benzenesulfonyl chloride and yielded 4-{[1-(3-chloro-benzenesulfonyl)-4-methoxy-2,3-dihydro-1H-indole-6-carbonyl]-amino}-2-fluoro-benzoic acid ethyl ester, which was hydrolyzed in step 6. The reactants are C(C)OC(=O)C1=CC(C2=C(N1CC#C)C=CC(C(=C2)OCC#C)=O)=O (4,7-dihydro-4,7-dioxo-1-(2-propynyl)-6-(2-propynyloxy)-1H-cyclohepta[b]pyridine-2-carboxylic acid ethyl ester), [H][H] (hydrogen). The reagents and catalysts are [Pd] (palladium on charcoal). Run in C(C)(=O)O (acetic acid). The product is C(C)OC(=O)C1=CC(C2=C(N1CCC)C=CC(C(=C2)OCCC)=O)=O (4,7-Dihydro-4,7-dioxo-6-propoxy-1-propyl-1H-cyclohepta[b]pyridine-2-carboxylic Acid Ethyl Ester). Reaction SMILES: [CH2:1]([O:3][C:4]([C:6]1[N:11]([CH2:12][C:13]#[CH:14])[C:10]2[CH:15]=[CH:16][C:17](=[O:24])[C:18]([O:20][CH2:21][C:22]#[CH:23])=[CH:19][C:9]=2[C:8](=[O:25])[CH:7]=1)=[O:5])[CH3:2].[H][H]>[Pd].C(O)(=O)C>[CH2:1]([O:3][C:4]([C:6]1[N:11]([CH2:12][CH2:13][CH3:14])[C:10]2[CH:15]=[CH:16][C:17](=[O:24])[C:18]([O:20][CH2:21][CH2:22][CH3:23])=[CH:19][C:9]=2[C:8](=[O:25])[CH:7]=1)=[O:5])[CH3:2]. Procedure details: A mixture of 4,7-dihydro-4,7-dioxo-1-(2-propynyl)-6-(2-propynyloxy)-1H-cyclohepta[b]pyridine-2-carboxylic acid ethyl ester (20 g, described in Example 20), 5% palladium on charcoal (2.0 g) and acetic acid (400 ml) is stirred rapidly under an atmosphere of hydrogen until 5.7 liters of hydrogen are absorbed. The mixture is filtered and the filtrate is evaporated. The residue is subjected to chromatography on silica gel using acetone-hexane (1:1). The eluates are evaporated to give a residue of the...